Dataset: the Open Reaction Database (ORD), a public repository of structured organic reaction records. Task: describe an organic reaction: reactants, conditions, products, and yield Starting materials: COC=1C=C(C=C2C=C(NC12)C(N)=S)OC=1C=NC(=CC1)COC (7-methoxy-5-{[6-(methoxymethyl)pyridin-3-yl]oxy}-1H-indole-2-carbothioamide), C(C#CC)(=O)OCC (ethyl 2-butynoate), C(CCC)P(CCCC)CCCC (tributylphosphine), O1CCCC1 (tetrahydrofuran). The solvent is C1(=CC=CC=C1)C (toluene). Reaction conditions: temperature 50 celsius, time 1 hour. The product is COC=1C=C(C=C2C=C(NC12)C=1SC(CN1)CC(=O)OCC)OC=1C=NC(=CC1)COC (Ethyl [2-(7-methoxy-5-{[6-(methoxymethyl)pyridin-3-yl]oxy}-1H-indol-2-yl)-4,5-dihydro-1,3-thiazol-5-yl]acetate). The yield is 52.0%. As a reaction SMILES: [CH3:1][O:2][C:3]1[CH:4]=[C:5]([O:15][C:16]2[CH:17]=[N:18][C:19]([CH2:22][O:23][CH3:24])=[CH:20][CH:21]=2)[CH:6]=[C:7]2[C:11]=1[NH:10][C:9]([C:12](=[S:14])[NH2:13])=[CH:8]2.[C:25]([O:30][CH2:31][CH3:32])(=[O:29])[C:26]#[C:27][CH3:28].C(P(CCCC)CCCC)CCC.O1CCCC1>C1(C)C=CC=CC=1>[CH3:1][O:2][C:3]1[CH:4]=[C:5]([O:15][C:16]2[CH:17]=[N:18][C:19]([CH2:22][O:23][CH3:24])=[CH:20][CH:21]=2)[CH:6]=[C:7]2[C:11]=1[NH:10][C:9]([C:12]1[S:14][CH:27]([CH2:26][C:25]([O:30][CH2:31][CH3:32])=[O:29])[CH2:28][N:13]=1)=[CH:8]2. Reported procedure: A mixture of 7-methoxy-5-{[6-(methoxymethyl)pyridin-3-yl]oxy}-1H-indole-2-carbothioamide (2.04 g), ethyl 2-butynoate (1.8 mL), tributylphosphine (1.5 mL), tetrahydrofuran (25 mL) and toluene (30 mL) was stirred at 50° C. for 1 h. The mixture was concentrated under reduced pressure. The residue was purified by silica gel column chromatography (ethyl acetate/hexane=10/90 to 70/30, volume ratio) to give the title compound (1.36 g, 52%) as a yellow amorphous solid. MS 578 (MH+). Starting materials: N1CCOCC1 (Morpholine), FC(C=1C=C(C=C(C1)C(F)(F)F)[C@@H]1[C@@H](N(C(O1)=O)CC1=NC(=NC=C1C=1C(=NC=C(C1)Cl)OC)S(=O)(=O)C)C)(F)F ((4S,5R)-5-[3,5-bis(trifluoromethyl)phenyl]-3-{[5-(5-chloro-2-methoxypyridin-3-yl)-2-(methylsulfonyl)pyrimidin-4-yl]methyl}-4-methyl-1,3-oxazolidin-2-one). Solvent: C1CCOC1 (THF). Run at temperature 120 celsius, time 30 minute. The product is FC(C=1C=C(C=C(C1)C(F)(F)F)[C@@H]1[C@@H](N(C(O1)=O)CC1=NC(=NC=C1C=1C(=NC=C(C1)Cl)OC)N1CCOCC1)C)(F)F ((4S,5R)-5-[3,5-Bis(trifluoromethyl)phenyl]-3-{[5-(5-chloro-2-methoxypyridin-3-yl)-2-(morpholin-4-yl)pyrimidin-4-yl]methyl}-4-methyl-1,3-oxazolidin-2-one). RXN SMILES: [NH:1]1[CH2:6][CH2:5][O:4][CH2:3][CH2:2]1.[F:7][C:8]([F:47])([F:46])[C:9]1[CH:10]=[C:11]([C@H:19]2[O:23][C:22](=[O:24])[N:21]([CH2:25][C:26]3[C:31]([C:32]4[C:33]([O:39][CH3:40])=[N:34][CH:35]=[C:36]([Cl:38])[CH:37]=4)=[CH:30][N:29]=[C:28](S(C)(=O)=O)[N:27]=3)[C@H:20]2[CH3:45])[CH:12]=[C:13]([C:15]([F:18])([F:17])[F:16])[CH:14]=1>C1COCC1>[F:47][C:8]([F:7])([F:46])[C:9]1[CH:10]=[C:11]([C@H:19]2[O:23][C:22](=[O:24])[N:21]([CH2:25][C:26]3[C:31]([C:32]4[C:33]([O:39][CH3:40])=[N:34][CH:35]=[C:36]([Cl:38])[CH:37]=4)=[CH:30][N:29]=[C:28]([N:1]4[CH2:6][CH2:5][O:4][CH2:3][CH2:2]4)[N:27]=3)[C@H:20]2[CH3:45])[CH:12]=[C:13]([C:15]([F:18])([F:17])[F:16])[CH:14]=1. Procedure details: Morpholine (0.217 mL, 2.488 mmol) was added to a THF (1 mL) solution of (4S,5R)-5-[3,5-bis(trifluoromethyl)phenyl]-3-{[5-(5-chloro-2-methoxypyridin-3-yl)-2-(methylsulfonyl)pyrimidin-4-yl]methyl}-4-methyl-1,3-oxazolidin-2-one (Step A, 311 mg, 0.498 mmol). This was then stirred for 30 minutes at 120° C. in a microwave reactor. LCMS showed >90% conversion to product. The reaction was concentrated on rotary evaporator. The crude isolate was purified by silica gel chromatography, eluting with a 0-50%... Yields the product CN1CCCC1Cc1c[nH]c2ccc(CCS(=O)(=O)c3ccccc3)cc12. Reaction SMILES: [CH3:28][C:29](=[O:30])[CH3:31].[CH3:32][S:33](=[O:34])(=[O:35])[OH:36].[H:37][H:38].[OH2:39].[c:1]1([S:7](=[O:8])(=[O:9])[CH:10]=[CH:11][c:12]2[cH:13][c:14]3[c:15]([CH2:21][CH:22]4[N:23]([CH3:27])[CH2:24][CH2:25][CH2:26]4)[cH:16][nH:17][c:18]3[cH:19][cH:20]2)[cH:2][cH:3][cH:4][cH:5][cH:6]1>>[c:1]1([S:7](=[O:8])(=[O:9])[CH2:10][CH2:11][c:12]2[cH:13][c:14]3[c:15]([CH2:21][CH:22]4[N:23]([CH3:27])[CH2:24][CH2:25][CH2:26]4)[cH:16][nH:17][c:18]3[cH:19][cH:20]2)[cH:2][cH:3][cH:4][cH:5][cH:6]1. The reactants are CC(C)=O, CS(=O)(=O)O, [H][H], O, CN1CCCC1Cc1c[nH]c2ccc(C=CS(=O)(=O)c3ccccc3)cc12.